Dataset: the Open Reaction Database (ORD), a public repository of structured organic reaction records. Task: describe an organic reaction: reactants, conditions, products, and yield RXN SMILES: [Al+3:27].[CH2:28]([Cl:29])[Cl:30].[CH3:1][C:2]([CH3:3])([c:4]1[cH:5][cH:6][cH:7][cH:8][cH:9]1)[NH:10][C:11]([CH3:12])=[O:13].[Cl-:24].[Cl-:25].[Cl-:26].[c:14]1([CH2:20][C:21](=[O:22])[Cl:23])[cH:15][cH:16][cH:17][cH:18][cH:19]1>>[CH3:1][C:2]([CH3:3])([c:4]1[cH:5][cH:6][c:7]([C:21]([CH2:20][c:14]2[cH:15][cH:16][cH:17][cH:18][cH:19]2)=[O:22])[cH:8][cH:9]1)[NH:10][C:11]([CH3:12])=[O:13]. Starting materials: [Al+3], ClCCl, CC(=O)NC(C)(C)c1ccccc1, [Cl-], [Cl-], [Cl-], O=C(Cl)Cc1ccccc1. The product is CC(=O)NC(C)(C)c1ccc(C(=O)Cc2ccccc2)cc1.